From a dataset of the Open Reaction Database (ORD), a public repository of structured organic reaction records. describe an organic reaction: reactants, conditions, products, and yield RXN SMILES: [CH3:1][c:2]1[c:3]([C:4](=[O:5])[C:6]([C:7](=[O:8])[O:9][CH2:10][CH3:11])=[CH:12][O:13][CH2:14][CH3:15])[c:16]([F:22])[cH:17][c:18]([F:21])[c:19]1[F:20].[CH3:27][CH2:28][OH:29].[CH:23]1([NH2:26])[CH2:24][CH2:25]1>>[CH3:1][c:2]1[c:3]([C:4](=[O:5])[C:6]([C:7](=[O:8])[O:9][CH2:10][CH3:11])=[CH:12][NH:26][CH:23]2[CH2:24][CH2:25]2)[c:16]([F:22])[cH:17][c:18]([F:21])[c:19]1[F:20]. The product is CCOC(=O)C(=CNC1CC1)C(=O)c1c(F)cc(F)c(F)c1C. Reactants: CCOC=C(C(=O)OCC)C(=O)c1c(F)cc(F)c(F)c1C, CCO, NC1CC1. Reactants: BrB(Br)Br, CNC(=O)c1c(C)oc2cc(Oc3ccnc4cc(C(=O)N5CCCC5COC)sc34)ccc12. The product is CNC(=O)c1c(C)oc2cc(Oc3ccnc4cc(C(=O)N5CCCC5CO)sc34)ccc12. Reaction SMILES: [B:35]([Br:36])([Br:37])[Br:38].[CH3:1][NH:2][C:3](=[O:4])[c:5]1[c:6]([CH3:34])[o:7][c:8]2[c:9]1[cH:10][cH:11][c:12]([O:14][c:15]1[c:16]3[c:17]([n:18][cH:19][cH:20]1)[cH:21][c:22]([C:24](=[O:25])[N:26]1[CH:27]([CH2:31][O:32][CH3:33])[CH2:28][CH2:29][CH2:30]1)[s:23]3)[cH:13]2>>[CH3:1][NH:2][C:3](=[O:4])[c:5]1[c:6]([CH3:34])[o:7][c:8]2[c:9]1[cH:10][cH:11][c:12]([O:14][c:15]1[c:16]3[c:17]([n:18][cH:19][cH:20]1)[cH:21][c:22]([C:24](=[O:25])[N:26]1[CH:27]([CH2:31][OH:32])[CH2:28][CH2:29][CH2:30]1)[s:23]3)[cH:13]2. As a reaction SMILES: [CH2:21]([O:22][P:23](=[O:24])([O:25][CH2:26][CH3:27])[CH2:29][C:30]#[N:31])[CH3:28].[CH2:66]1[O:67][CH2:68][CH2:69][CH2:70]1.[CH3:32][Si:33]([N-:34][Si:35]([CH3:36])([CH3:37])[CH3:38])([CH3:39])[CH3:40].[Li+:41].[O:1]1[CH2:2][O:3][c:4]2[c:5]1[cH:6][cH:7][c:8]([C:10](=[O:11])[c:12]1[cH:13][c:14]3[c:15]([cH:19][cH:20]1)[O:16][CH2:17][O:18]3)[cH:9]2.[O:42]1[c:43]2[cH:44][cH:45][c:46]([C:47]([c:48]3[cH:49][c:50]([O:51][CH3:52])[cH:53][c:54]([O:55][CH3:56])[cH:57]3)=[CH:58][C:59]#[N:60])[cH:61][c:62]2[O:63][CH2:64][CH2:65]1>>[O:1]1[CH2:2][O:3][c:4]2[c:5]1[cH:6][cH:7][c:8]([C:10]([c:12]1[cH:13][c:14]3[c:15]([cH:19][cH:20]1)[O:16][CH2:17][O:18]3)=[CH:29][C:30]#[N:31])[cH:9]2. The product is N#CC=C(c1ccc2c(c1)OCO2)c1ccc2c(c1)OCO2. The reactants are CCOP(=O)(CC#N)OCC, C1CCOC1, C[Si](C)(C)[N-][Si](C)(C)C, [Li+], O=C(c1ccc2c(c1)OCO2)c1ccc2c(c1)OCO2, COc1cc(OC)cc(C(=CC#N)c2ccc3c(c2)OCCO3)c1. The reactants are [Al+3], CC1CN(C(=O)c2ccccc2)CC(C)O1, C1CCOC1, [H-], [H-], [H-], [H-], [Li+]. Yields the product CC1CN(Cc2ccccc2)CC(C)O1. As a reaction SMILES: [Al+3:18].[C:1]([c:2]1[cH:3][cH:4][cH:5][cH:6][cH:7]1)(=[O:8])[N:9]1[CH2:10][CH:11]([CH3:16])[O:12][CH:13]([CH3:15])[CH2:14]1.[CH2:23]1[O:24][CH2:25][CH2:26][CH2:27]1.[H-:17].[H-:20].[H-:21].[H-:22].[Li+:19]>>[CH2:1]([c:2]1[cH:3][cH:4][cH:5][cH:6][cH:7]1)[N:9]1[CH2:10][CH:11]([CH3:16])[O:12][CH:13]([CH3:15])[CH2:14]1.